This data is from the Open Reaction Database (ORD), a public repository of structured organic reaction records. The task is: describe an organic reaction: reactants, conditions, products, and yield Reactants: CC1S[C@H]2N(C(=C1)C(=O)O)C(C2NC(C(C=2N=C(SC2)NC=O)=NOC)=O)=O (2-methyl-7-[2-methoxyimino-2-(2-formylaminothiazol-4-yl)acetamido]-3-cephem-4-carboxylic acid), C(C)OCC (diethyl ether), CC1S[C@H]2N(C(=C1)C(=O)O)C(C2NC(C(C=2NC(SC2)=NC=O)=NOC)=O)=O (2-methyl-7-[2-methoxyimino-2-(2-formylimino-2,3-dihydrothiazol-4-yl)acetamido]-3-cephem-4-carboxylic acid), Cl (hydrochloric acid). Solvent: CO (methanol). Run at time 30 minute. Yields the product Cl.CC1S[C@H]2N(C(=C1)C(=O)O)C(C2NC(C(C=2N=C(SC2)N)=NOC)=O)=O (2-methyl-7-[2-methoxyimino-2-(2-aminothiazol-4-yl)acetamido]-3-cephem-4-carboxylic acid hydrochloride). Reaction SMILES: [CH3:1][CH:2]1[CH:7]=[C:6]([C:8]([OH:10])=[O:9])[N:5]2[C:11](=[O:28])[CH:12]([NH:13][C:14](=[O:27])[C:15](=[N:24][O:25][CH3:26])[C:16]3[N:17]=[C:18]([NH:21]C=O)[S:19][CH:20]=3)[C@H:4]2[S:3]1.[ClH:29].C(OCC)C>CO>[ClH:29].[CH3:1][CH:2]1[CH:7]=[C:6]([C:8]([OH:10])=[O:9])[N:5]2[C:11](=[O:28])[CH:12]([NH:13][C:14](=[O:27])[C:15](=[N:24][O:25][CH3:26])[C:16]3[N:17]=[C:18]([NH2:21])[S:19][CH:20]=3)[C@H:4]2[S:3]1 |f:4.5|. Reported procedure: To a suspension of 2-methyl-7-[2-methoxyimino-2-(2-formylaminothiazol-4-yl)acetamido]-3-cephem-4-carboxylic acid (syn isomer), which can be represented as 2-methyl-7-[2-methoxyimino-2-(2-formylimino-2,3-dihydrothiazol-4-yl)acetamido]-3-cephem-4-carboxylic acid (syn isomer), (9.0 g.) in methanol (90 ml.) was added concentrated hydrochloric acid (2.12 ml.) with stirring at room temperature, and the mixture was stirred for 7 hours at the same temperature. To the reaction mixture was gradually added... Starting materials: [BH4-], Cc1nc(-c2ccc(C(F)(F)F)cc2)sc1C(C)C=O, CCO, [Na+]. The product is Cc1nc(-c2ccc(C(F)(F)F)cc2)sc1C(C)CO. Reaction SMILES: [BH4-:21].[CH3:1][c:2]1[n:3][c:4](-[c:11]2[cH:12][cH:13][c:14]([C:17]([F:18])([F:19])[F:20])[cH:15][cH:16]2)[s:5][c:6]1[CH:7]([CH:8]=[O:9])[CH3:10].[CH3:23][CH2:24][OH:25].[Na+:22]>>[CH3:1][c:2]1[n:3][c:4](-[c:11]2[cH:12][cH:13][c:14]([C:17]([F:18])([F:19])[F:20])[cH:15][cH:16]2)[s:5][c:6]1[CH:7]([CH2:8][OH:9])[CH3:10]. Starting materials: CN1CCCC1=O, CCN(C(C)C)C(C)C, Clc1cnccn1, c1ccc2c(c1)OCC(CN1CCNCC1)O2. Yields the product c1ccc2c(c1)OCC(CN1CCN(c3cnccn3)CC1)O2. As a reaction SMILES: [CH3:34][N:35]1[CH2:36][CH2:37][CH2:38][C:39]1=[O:40].[CH:25]([N:26]([CH:27]([CH3:28])[CH3:29])[CH2:30][CH3:31])([CH3:32])[CH3:33].[Cl:18][c:19]1[n:20][cH:21][cH:22][n:23][cH:24]1.[O:1]1[CH:2]([CH2:11][N:12]2[CH2:13][CH2:14][NH:15][CH2:16][CH2:17]2)[CH2:3][O:4][c:5]2[c:6]1[cH:7][cH:8][cH:9][cH:10]2>>[O:1]1[CH:2]([CH2:11][N:12]2[CH2:13][CH2:14][N:15]([c:19]3[n:20][cH:21][cH:22][n:23][cH:24]3)[CH2:16][CH2:17]2)[CH2:3][O:4][c:5]2[c:6]1[cH:7][cH:8][cH:9][cH:10]2. Starting materials: C1(=CC=CC=C1)C=1C(OC(OC1)(C)C)=O (5-phenyl-2,2-dimethyl-2H,4H-1,3-dioxin-4-one), C=NC(C)(C1=CC=CC=C1)C (N-methylene-1-methyl-1-phenylethylamine), C=1(C(=CC=CC1)C)C (Xylene). The product is CC1=C(C(N(CO1)C(C)(C1=CC=CC=C1)C)=O)C1=CC=CC=C1 (6-methyl-3-(1-methyl-1-phenylethyl) -5-phenyl-2,3-dihydro-4H-1,3-oxazin-4-one). RXN SMILES: [C:1]1([C:7]2[C:8](=O)[O:9][C:10](C)(C)[O:11][CH:12]=2)[CH:6]=[CH:5][CH:4]=[CH:3][CH:2]=1.C=[N:17][C:18]([CH3:26])([C:20]1[CH:25]=[CH:24][CH:23]=[CH:22][CH:21]=1)[CH3:19].[C:27]1(C)C(C)=CC=CC=1>>[CH3:27][C:8]1[O:9][CH2:10][N:17]([C:18]([CH3:26])([C:20]2[CH:25]=[CH:24][CH:23]=[CH:22][CH:21]=2)[CH3:19])[C:12](=[O:11])[C:7]=1[C:1]1[CH:2]=[CH:3][CH:4]=[CH:5][CH:6]=1. Procedure: Xylene (2 ml) was added to a mixture of 5-phenyl-2,2-dimethyl-2H,4H-1,3-dioxin-4-one (0.82 g) and N-methylene-1-methyl-1-phenylethylamine (0.59 g), and the resulting mixture was heated at reflux for 20 minutes for reaction. The reaction mixture was purified by silica gel chromatography to obtain the captioned compound (0.9 g). Reactants: N1(CCNCC1)CCC1=CC2=C(C(OC2)=O)C=C1 (5-[2-(piperazin-1-yl)ethyl]-2-benzofuran-1(3H)-one), O=CCC1=CC=C(C#N)C=C1 (4-(2-Oxoethyl)benzonitrile), C(#N)[BH3-].[Na+] (Sodium Cyanoborohydride), CC(=O)O (HOAc). Solvent: CO (Methanol). The product is O=C1OCC2=C1C=CC(=C2)CCN2CCN(CC2)CCC2=CC=C(C#N)C=C2 (4-(2-{4-[2-(1-Oxo-1,3-dihydro-2-benzofuran-5-yl)ethyl]piperazin-1-yl}ethyl)benzonitrile). RXN SMILES: [N:1]1([CH2:7][CH2:8][C:9]2[CH:18]=[CH:17][C:12]3[C:13](=[O:16])[O:14][CH2:15][C:11]=3[CH:10]=2)[CH2:6][CH2:5][NH:4][CH2:3][CH2:2]1.O=[CH:20][CH2:21][C:22]1[CH:29]=[CH:28][C:25]([C:26]#[N:27])=[CH:24][CH:23]=1.C([BH3-])#N.[Na+].CC(O)=O>CO>[O:16]=[C:13]1[C:12]2[CH:17]=[CH:18][C:9]([CH2:8][CH2:7][N:1]3[CH2:6][CH2:5][N:4]([CH2:20][CH2:21][C:22]4[CH:29]=[CH:28][C:25]([C:26]#[N:27])=[CH:24][CH:23]=4)[CH2:3][CH2:2]3)=[CH:10][C:11]=2[CH2:15][O:14]1 |f:2.3|. Procedure: A mixture of 5-[2-(piperazin-1-yl)ethyl]-2-benzofuran-1(3H)-one (50 mg, 0.20 mmol), 4-(2-Oxoethyl)benzonitrile (30 mg, 0.20 mmol), Sodium Cyanoborohydride (13 mg, 0.20 mmol), and a drop of HOAc was stirred together in Methanol for 2 hours. LC showed formation of the desired product. The crude was diluted with EtOAc, washed with water, adsorbed onto silica gel, and purified by silica gel chromatography. LC-MS (IE, m/z): 376 [M+1]+. (0.30 μM) The reactants are [BH4-], O=C([O-])O, CO, CC(C)=O, C[Si](C)(C)CCOCn1nc2c(nc(-c3c(F)cccc3F)c3cc(C=O)ccc32)c1NC1CCN(S(N)(=O)=O)CC1, [Na+], [Na+]. The product is C[Si](C)(C)CCOCn1nc2c(nc(-c3c(F)cccc3F)c3cc(CO)ccc32)c1NC1CCN(S(N)(=O)=O)CC1. As a reaction SMILES: [BH4-:45].[C:47](=[O:48])([OH:49])[O-:50].[CH3:43][OH:44].[CH3:52][C:53](=[O:54])[CH3:55].[F:1][c:2]1[c:3](-[c:9]2[n:10][c:11]3[c:12]([c:13]4[cH:14][cH:15][c:16]([CH:19]=[O:20])[cH:17][c:18]24)[n:21][n:22]([CH2:35][O:36][CH2:37][CH2:38][Si:39]([CH3:40])([CH3:41])[CH3:42])[c:23]3[NH:24][CH:25]2[CH2:26][CH2:27][N:28]([S:31](=[O:32])(=[O:33])[NH2:34])[CH2:29][CH2:30]2)[c:4]([F:8])[cH:5][cH:6][cH:7]1.[Na+:46].[Na+:51]>>[F:1][c:2]1[c:3](-[c:9]2[n:10][c:11]3[c:12]([c:13]4[cH:14][cH:15][c:16]([CH2:19][OH:20])[cH:17][c:18]24)[n:21][n:22]([CH2:35][O:36][CH2:37][CH2:38][Si:39]([CH3:40])([CH3:41])[CH3:42])[c:23]3[NH:24][CH:25]2[CH2:26][CH2:27][N:28]([S:31](=[O:32])(=[O:33])[NH2:34])[CH2:29][CH2:30]2)[c:4]([F:8])[cH:5][cH:6][cH:7]1.